Dataset: the Open Reaction Database (ORD), a public repository of structured organic reaction records. Task: describe an organic reaction: reactants, conditions, products, and yield Starting materials: CS(=O)(=O)c1cc(C(=O)O)ccc1Cl, O=[N+]([O-])O, O=S(=O)(O)O. Product: CS(=O)(=O)c1cc(C(=O)O)cc([N+](=O)[O-])c1Cl. As a reaction SMILES: [Cl:5][c:6]1[c:7]([S:15](=[O:16])(=[O:17])[CH3:18])[cH:8][c:9]([C:10](=[O:11])[OH:12])[cH:13][cH:14]1.[OH:1][N+:2]([O-:3])=[O:4].[S:19](=[O:20])(=[O:21])([OH:22])[OH:23]>>[O-:1][N+:2](=[O:4])[c:14]1[c:6]([Cl:5])[c:7]([S:15](=[O:16])(=[O:17])[CH3:18])[cH:8][c:9]([C:10](=[O:11])[OH:12])[cH:13]1. Reactants: O=c1cc(-c2ccc(O)cc2)oc2ccc(CBr)cc12, C1CCOC1, CNC. The product is CN(C)Cc1ccc2oc(-c3ccc(O)cc3)cc(=O)c2c1. Reaction SMILES: [Br:4][CH2:5][c:6]1[cH:7][c:8]2[c:9](=[O:23])[cH:10][c:11](-[c:16]3[cH:17][cH:18][c:19]([OH:22])[cH:20][cH:21]3)[o:12][c:13]2[cH:14][cH:15]1.[CH2:24]1[O:25][CH2:26][CH2:27][CH2:28]1.[CH3:1][NH:2][CH3:3]>>[CH3:1][N:2]([CH3:3])[CH2:5][c:6]1[cH:7][c:8]2[c:9](=[O:23])[cH:10][c:11](-[c:16]3[cH:17][cH:18][c:19]([OH:22])[cH:20][cH:21]3)[o:12][c:13]2[cH:14][cH:15]1. Reactants: reduced iron, C(C)SC1=NC=C(C=C1)[N+](=O)[O-] (2-ethylthio-5-nitropyridine), [Cl-].[NH4+] (ammonium chloride), O (water). Run in C(C)O (ethanol). The product is NC=1C=CC(=NC1)SCC (5-amino-2-ethylthiopyridine). Isolated yield 88.4%. As a reaction SMILES: [CH2:1]([S:3][C:4]1[CH:9]=[CH:8][C:7]([N+:10]([O-])=O)=[CH:6][N:5]=1)[CH3:2].[Cl-].[NH4+].O>C(O)C>[NH2:10][C:7]1[CH:8]=[CH:9][C:4]([S:3][CH2:1][CH3:2])=[N:5][CH:6]=1 |f:1.2|. Procedure: A mixture of 5.0 g of 2-ethylthio-5-nitropyridine, 27 g of ammonium chloride, 54 ml of water, and 108 ml of ethanol is heated to 70°-80° C., and 16.2 g of reduced iron is added slowly with stirring. The mixture is stirred at the same temperature for 45 minutes. The hot reaction mixture is filtered, and the filtrate is concentrated. To the residue is added 50 ml of water, and the mixture is extracted with three 50-ml portions of chloroform. The combined extracts are washed with water, dried over ... The reactants are [Br-], C1CCOC1, COc1ccc(OC)c([Mg+])c1, CCOC(=O)c1nc2ccccn2c1C=O, [Na+], O=C([O-])O. Product: CCOC(=O)c1nc2ccccn2c1C(O)c1cc(OC)ccc1OC. Reaction SMILES: [Br-:17].[CH2:29]1[O:30][CH2:31][CH2:32][CH2:33]1.[CH3:18][O:19][c:20]1[c:21]([Mg+:28])[cH:22][c:23]([O:26][CH3:27])[cH:24][cH:25]1.[CH:1](=[O:2])[c:3]1[c:4]([C:12](=[O:13])[O:14][CH2:15][CH3:16])[n:5][c:6]2[n:7]1[cH:8][cH:9][cH:10][cH:11]2.[Na+:38].[O-:34][C:35]([OH:36])=[O:37]>>[CH:1]([OH:2])([c:3]1[c:4]([C:12](=[O:13])[O:14][CH2:15][CH3:16])[n:5][c:6]2[n:7]1[cH:8][cH:9][cH:10][cH:11]2)[c:21]1[c:20]([O:19][CH3:18])[cH:25][cH:24][c:23]([O:26][CH3:27])[cH:22]1. Reactants: CC(C)Oc1c(-c2ccccc2-c2ccc(CBr)cc2)c(=O)c1=O, CCCc1nc(CC)c(C=O)[nH]1, CC(C)O, CN(C)C=O, CCOC(C)=O, [H-], [Na+]. Product: CCCc1nc(CC)c(C=O)n1Cc1ccc(-c2ccccc2-c2c(OC(C)C)c(=O)c2=O)cc1. As a reaction SMILES: [Br:15][CH2:16][c:17]1[cH:18][cH:19][c:20](-[c:23]2[c:24](-[c:29]3[c:30](=[O:38])[c:31](=[O:37])[c:32]3[O:33][CH:34]([CH3:35])[CH3:36])[cH:25][cH:26][cH:27][cH:28]2)[cH:21][cH:22]1.[CH2:1]([CH3:2])[c:3]1[n:4][c:5]([CH2:10][CH2:11][CH3:12])[nH:6][c:7]1[CH:8]=[O:9].[CH3:39][CH:40]([OH:41])[CH3:42].[CH3:43][N:44]([CH3:45])[CH:46]=[O:47].[CH3:48][CH2:49][O:50][C:51](=[O:52])[CH3:53].[H-:13].[Na+:14]>>[CH2:1]([CH3:2])[c:3]1[n:4][c:5]([CH2:10][CH2:11][CH3:12])[n:6]([CH2:16][c:17]2[cH:18][cH:19][c:20](-[c:23]3[c:24](-[c:29]4[c:30](=[O:38])[c:31](=[O:37])[c:32]4[O:33][CH:34]([CH3:35])[CH3:36])[cH:25][cH:26][cH:27][cH:28]3)[cH:21][cH:22]2)[c:7]1[CH:8]=[O:9]. Starting materials: C(=C)C(=O)C (methyl vinyl ketone), mixture, [N+](=O)([O-])C=1SC=CC1 (2-nitrothiophene), [N+](=O)([O-])C1=CSC=C1 (3-nitrothiophene), aqueous solution, Cl (hydrochloric acid), ferric chloride, N (ammonia), [Sn] (tin). The reagents and catalysts are [Cl-].[Zn+2].[Cl-] (zinc chloride). The solvent is C(C)O (ethanol), C(C)O (ethanol), C(Cl)(Cl)(Cl)Cl (carbon tetrachloride). Run at temperature 30 celsius, time 1 hour. Product: CC1=C2C(=NC=C1)SC=C2 (4-methyl thieno[2,3-b]pyridine). RXN SMILES: [N+:1]([C:4]1[S:5][CH:6]=[CH:7][CH:8]=1)([O-])=O.[N+]([C:12]1[CH:16]=[CH:15]S[CH:13]=1)([O-])=O.Cl.[Sn].C(C(C)=O)=C.N>[Cl-].[Zn+2].[Cl-].C(Cl)(Cl)(Cl)Cl.C(O)C>[CH3:15][C:16]1[CH:12]=[CH:13][N:1]=[C:4]2[S:5][CH:6]=[CH:7][C:8]=12 |f:6.7.8,^3:17|. Reported procedure: 25 g of a mixture of 85% of 2-nitrothiophene and 15% of 3-nitrothiophene and 375 ml of a 37% aqueous solution of hydrochloric acid were mixed together and then, at 30° C. over about one hour, 50 g of tin in granules were introduced in small portions. The mixture was stirred at 30° C. until the metal had disappeared (4 hours in all) and 50 ml of ethanol, 22 g of anhydrous ferric chloride and 0.5 g of anhydrous zinc chloride were added. Then at 60° C. over about one hour, 30 ml of methyl vinyl ket...